This data is from the Open Reaction Database (ORD), a public repository of structured organic reaction records. The task is: describe an organic reaction: reactants, conditions, products, and yield Reactants: C(CSCC)O (3-Thiapentane-1-ol), BrCCCCCCBr (1,6-Dibromohexane), [H-].[Na+] (NaH). Run in C1CCOC1 (THF), C1CCOC1 (THF), C1CCOC1 (THF), CCCCCC (hexane). Conditions: time 1 hour. Product: C(CCCCCOCCSCC)Br (7-oxa-10-thiadodecyl bromide). Isolated yield 31.0%. RXN SMILES: [H-].[Na+].[CH2:3]([OH:8])[CH2:4][S:5][CH2:6][CH3:7].[Br:9][CH2:10][CH2:11][CH2:12][CH2:13][CH2:14][CH2:15]Br>CCCCCC.C1COCC1>[CH2:10]([Br:9])[CH2:11][CH2:12][CH2:13][CH2:14][CH2:15][O:8][CH2:3][CH2:4][S:5][CH2:6][CH3:7] |f:0.1|. Procedure: NaH (1.85 g, 0.046 mol) was washed with hexane and then suspended in dry THF (60 mL). 3-Thiapentane-1-ol (4.67 g, 0.04 mol) in THF (20 mL) was added and stirred for 1 h at room temperature. 1,6-Dibromohexane (9.76 g, 0.04 mol) in THF (20 mL) was added and the mixture was refluxed for 20 h. After evaporation of the solvent, the residue was dissolved in ethyl acetetate (200 mL). The organic phase was washed with water (2×50 mL), and dried (Na2SO4). The crude product was purified by Kugelrohr disti... The reactants are BrC1=CC=C(C=C1)S(=O)(=O)N[C@H](C(=S)O)CCC ((S)-2-(4-bromobenzenesulfonylamino)-4-methylthiobutanoic acid), C1(CCCCC1)N=C=NC1CCCCC1 (N,N'-dicyclohexylcarbodiimide), NC1=CC=C(C=C1)CC(=O)OCC (ethyl 4-aminophenylacetate). The solvent is ClCCl (dichloromethane). Product: BrC1=CC=C(C=C1)S(=O)(=O)N[C@H](C(=S)NC1=CC=C(C=C1)CC(=O)OCC)CCC ((S)-2-(4-bromobenzenesulfonylamino)-N-(4-(ethoxycarbonylmethyl)phenyl)-4-methylthiobutanamide). Isolated yield 16.0%. As a reaction SMILES: [Br:1][C:2]1[CH:7]=[CH:6][C:5]([S:8]([NH:11][C@@H:12]([CH2:16][CH2:17][CH3:18])[C:13](O)=[S:14])(=[O:10])=[O:9])=[CH:4][CH:3]=1.[NH2:19][C:20]1[CH:25]=[CH:24][C:23]([CH2:26][C:27]([O:29][CH2:30][CH3:31])=[O:28])=[CH:22][CH:21]=1.C1(N=C=NC2CCCCC2)CCCCC1>ClCCl>[Br:1][C:2]1[CH:7]=[CH:6][C:5]([S:8]([NH:11][C@@H:12]([CH2:16][CH2:17][CH3:18])[C:13]([NH:19][C:20]2[CH:21]=[CH:22][C:23]([CH2:26][C:27]([O:29][CH2:30][CH3:31])=[O:28])=[CH:24][CH:25]=2)=[S:14])(=[O:10])=[O:9])=[CH:4][CH:3]=1. Procedure details: The procedure described in Example 180 was repeated, except that (S)-2-(4-bromobenzenesulfonylamino)-4-methylthiobutanoic acid (7.86 g) and ethyl 4-aminophenylacetate (3.64 g) were condensed in dichloromethane (80 ml) in the presence of N,N'-dicyclohexylcarbodiimide (5.28 g). The reaction mixture was filtered, and the filtrate was concentrated. The resulting crude product was recrystallized from ethanol to obtain (S)-2-(4-bromobenzenesulfonylamino)-N-(4-(ethoxycarbonylmethyl)phenyl)-4-methylthio... Starting materials: [N+](=O)([O-])C1=C(C=O)C=CC=C1 (2-nitrobenzaldehyde), C(CC(=O)O)(=O)O (malonic acid), C(C)(=O)[O-].[NH4+] (ammonium acetate). Run in C(C)O (ethanol). Reaction conditions: time 8 hour. Product: NC(CC(=O)O)C1=C(C=CC=C1)[N+](=O)[O-] (3-Amino-3-(2-nitrophenyl)propionic acid). As a reaction SMILES: [N+:1]([C:4]1[CH:11]=[CH:10][CH:9]=[CH:8][C:5]=1[CH:6]=O)([O-:3])=[O:2].[C:12]([OH:18])(=[O:17])[CH2:13]C(O)=O.C([O-])(=O)C.[NH4+:23]>C(O)C>[NH2:23][CH:6]([C:5]1[CH:8]=[CH:9][CH:10]=[CH:11][C:4]=1[N+:1]([O-:3])=[O:2])[CH2:13][C:12]([OH:18])=[O:17] |f:2.3|. Procedure: 0.06 mol of 2-nitrobenzaldehyde, 5.72 g of malonic acid, 8.5 g of ammonium acetate and 40 ml of ethanol are boiled under reflux for 8 hours and stirred at room temperature overnight. The cooled reaction mixture is then filtered with suction, washed with ethanol and ether and dried in air. 3-Amino-3-(2-nitrophenyl)propionic acid is obtained, melting point 222°. Subsequent esterification by activation with thionyl chloride and reaction with methanol under standard conditions produces methyl 3-amin... Starting materials: C(C)(=O)O[C@H]1[C@H](OC=2C(=NC=CC2)Br)SC[C@H]([C@@H]1OC(C)=O)OC(C)=O (2-bromo-3-pyridinyl 2,3,4-tri-O-acetyl-5-thio-β-D-xylopyranoside), III, FC1=CC=C(C=N1)B(O)O (6-fluoro-3-pyridineboronic acid). Product: O([C@H]1[C@H](O)[C@@H](O)[C@H](O)CS1)C=1C(=NC=CC1)C=1C=NC(=CC1)F (2-(6-Fluoro-3-pyridinyl)-3-pyridinyl 5-thio-β-D-xylopyranoside), powder. Isolated yield 14.0%. As a reaction SMILES: C([O:4][C@@H:5]1[C@@H:18]([O:19]C(=O)C)[C@H:17]([O:23]C(=O)C)[CH2:16][S:15][C@H:6]1[O:7][C:8]1[C:9](Br)=[N:10][CH:11]=[CH:12][CH:13]=1)(=O)C.[F:27][C:28]1[N:33]=[CH:32][C:31](B(O)O)=[CH:30][CH:29]=1>>[O:7]([C:8]1[C:9]([C:31]2[CH:32]=[N:33][C:28]([F:27])=[CH:29][CH:30]=2)=[N:10][CH:11]=[CH:12][CH:13]=1)[C@@H:6]1[S:15][CH2:16][C@@H:17]([OH:23])[C@H:18]([OH:19])[C@H:5]1[OH:4]. Procedure: By carrying out the operation analogously to example 239, starting from 2-bromo-3-pyridinyl 2,3,4-tri-O-acetyl-5-thio-β-D-xylopyranoside, obtained according to preparation III, and 6-fluoro-3-pyridineboronic acid, the desired product is obtained in the form of a white powder (yield=14%). Reactants: COC(=O)C1=CC=C(C=C1)N1C(N(C(C1=O)=O)C1=CC=C(C=C1)C(=O)OC)=C (1,3-bis-(4'-methoxycarbonylphenyl)-2-methylene-imidazolidine-4,5-dione), [H][H] (hydrogen). The reagents and catalysts are [Pd] (palladium on charcoal). The solvent is CN(C=O)C (dimethylformamide). Yields the product COC(=O)C1=CC=C(C=C1)N1C(N(C(C1=O)=O)C1=CC=C(C=C1)C(=O)OC)C (1,3-bis-(4'-methoxycarbonylphenyl)-2-methylimidazolidine-4,5-dione). The yield is 83.7%. Reaction SMILES: [CH3:1][O:2][C:3]([C:5]1[CH:10]=[CH:9][C:8]([N:11]2[C:15](=[O:16])[C:14](=[O:17])[N:13]([C:18]3[CH:23]=[CH:22][C:21]([C:24]([O:26][CH3:27])=[O:25])=[CH:20][CH:19]=3)[C:12]2=[CH2:28])=[CH:7][CH:6]=1)=[O:4].[H][H]>CN(C)C=O.[Pd]>[CH3:27][O:26][C:24]([C:21]1[CH:22]=[CH:23][C:18]([N:13]2[C:14](=[O:17])[C:15](=[O:16])[N:11]([C:8]3[CH:9]=[CH:10][C:5]([C:3]([O:2][CH3:1])=[O:4])=[CH:6][CH:7]=3)[CH:12]2[CH3:28])=[CH:19][CH:20]=1)=[O:25]. Reported procedure: A solution of 40.8 g (0.1 mole) of 1,3-bis-(4'-methoxycarbonylphenyl)-2-methylene-imidazolidine-4,5-dione in 500 ml of dimethylformamide is hydrogenated in a laboratory hydrogenating apparatus, after addition of 2 g of a 5% palladium on charcoal catalyst, at room temperature and with vigorous stirring under slight hydrogen overpressure, until the uptake of hydrogen has ceased. The catalyst is filtered off and the solution is poured into 3 liters of ice water with vigorous stirring. The precipita... Reactants: FC(C(=O)O)(F)F.[N+](=O)([O-])C1=CC=C(CNC(=O)N(CCC)C2CCNCC2)C=C1 (4-(N-(N-(4-nitrobenzyl)carbamoyl)-N-(prop-1-yl)amino)-piperidine trifluoroacetate), C(=O)[C@H]1CN(C[C@@H]1C1=CC=CC=C1)[C@@H](C(=O)OCC1=CC=C(C=C1)OC)C1CCCCC1 (2-(R)-(3-(R)-formyl-4-(S)-phenyl-pyrrolidin-1-yl)-2-(cyclohexyl)acetic acid, (4-methoxy)benzyl ester). The product is [N+](=O)([O-])C1=CC=C(CNC(=O)N(CCC)C2CCN(CC2)C[C@H]2CN(C[C@@H]2C2=CC=CC=C2)[C@@H](C(=O)O)C2CCCCC2)C=C1 (2-(R)-(3-(S)-(4-(N-(N-(4-Nitrobenzyl)carbamoyl)-N-(prop-1-yl)amino)-piperidin-1-yl)methyl-4-(S)-phenyl-pyrrolidin-1-yl)-2-(cyclohexyl)acetic acid). Isolated yield 63.4%. Reaction SMILES: FC(F)(F)C(O)=O.[N+:8]([C:11]1[CH:30]=[CH:29][C:14]([CH2:15][NH:16][C:17]([N:19]([CH:23]2[CH2:28][CH2:27][NH:26][CH2:25][CH2:24]2)[CH2:20][CH2:21][CH3:22])=[O:18])=[CH:13][CH:12]=1)([O-:10])=[O:9].[CH:31]([C@@H:33]1[C@@H:37]([C:38]2[CH:43]=[CH:42][CH:41]=[CH:40][CH:39]=2)[CH2:36][N:35]([C@H:44]([CH:57]2[CH2:62][CH2:61][CH2:60][CH2:59][CH2:58]2)[C:45]([O:47]CC2C=CC(OC)=CC=2)=[O:46])[CH2:34]1)=O>>[N+:8]([C:11]1[CH:12]=[CH:13][C:14]([CH2:15][NH:16][C:17]([N:19]([CH:23]2[CH2:28][CH2:27][N:26]([CH2:31][C@@H:33]3[C@@H:37]([C:38]4[CH:39]=[CH:40][CH:41]=[CH:42][CH:43]=4)[CH2:36][N:35]([C@H:44]([CH:57]4[CH2:62][CH2:61][CH2:60][CH2:59][CH2:58]4)[C:45]([OH:47])=[O:46])[CH2:34]3)[CH2:25][CH2:24]2)[CH2:20][CH2:21][CH3:22])=[O:18])=[CH:29][CH:30]=1)([O-:10])=[O:9] |f:0.1|. Procedure: The title compound was prepared from 4-(N-(N-(4-nitrobenzyl)carbamoyl)-N-(prop-1-yl)amino)-piperidine trifluoroacetate (21 mg, 0.048 mmol, from Step A) and 2-(R)-(3-(R)-formyl-4-(S)-phenyl-pyrrolidin-1-yl)-2-(cyclohexyl)acetic acid, (4-methoxy)benzyl ester (14 mg, 0.028 mmol, Aldehyde 5) according to the method described in Example 1, Step C to give 11 mg (63%) of the title compound. ESI-MS: 620.4 (M+H); HPLC A: 2.33 min. Reactants: C1(=CC=C(C=C1)C(=O)N1[C@@H](CC(C1)=NOC)C(N)=NO)C1=CC=CC=C1 ((2S,4EZ)-1-([1,1′-biphenyl]-4-ylcarbonyl)-N′-hydroxy-4-(methoxyimino)-2-pyrrolidinecarboximidamide), C1(=CC=C(C=C1)C(=O)N1[C@@H](CC(C1)=NOC)C(N)=NO)C1=CC=CC=C1 ((2S,4EZ)-1-([1,1′-biphenyl]-4-ylcarbonyl)-N′-hydroxy-4-(methoxyimino)-2-pyrrolidinecarboximidamide), OC(C(=O)O)CC1=CC=CC=C1 ((2RS)-2-hydroxy-3-phenylpropanoic acid). Product: CON=C1CN([C@@H](C1)C1=NOC(=N1)C(CC1=CC=CC=C1)O)C(=O)C1=CC=C(C=C1)C1=CC=CC=C1 ((3EZ,5S)-1-([1,1′-biphenyl]-4-ylcarbonyl)-5-{5-[(1RS)-1-hydroxy-2-phenylethyl]-1,2,4-oxadiazol-3-yl}-3-pyrrolidinone O-methyloxime). As a reaction SMILES: [C:1]1([C:21]2[CH:26]=[CH:25][CH:24]=[CH:23][CH:22]=2)[CH:6]=[CH:5][C:4]([C:7]([N:9]2[CH2:13][C:12](=[N:14][O:15][CH3:16])[CH2:11][C@H:10]2[C:17](=[N:19][OH:20])[NH2:18])=[O:8])=[CH:3][CH:2]=1.[OH:27][CH:28]([CH2:32][C:33]1[CH:38]=[CH:37][CH:36]=[CH:35][CH:34]=1)[C:29](O)=O>>[CH3:16][O:15][N:14]=[C:12]1[CH2:11][C@@H:10]([C:17]2[N:18]=[C:29]([CH:28]([OH:27])[CH2:32][C:33]3[CH:38]=[CH:37][CH:36]=[CH:35][CH:34]=3)[O:20][N:19]=2)[N:9]([C:7]([C:4]2[CH:3]=[CH:2][C:1]([C:21]3[CH:26]=[CH:25][CH:24]=[CH:23][CH:22]=3)=[CH:6][CH:5]=2)=[O:8])[CH2:13]1. Reported procedure: Following the general method as outlined in Example 15, starting from (2S,4EZ)-1-([1,1′-biphenyl]-4-ylcarbonyl)-N′-hydroxy-4-(methoxyimino)-2-pyrrolidinecarboximidamide (Intermediate 8) and (2RS)-2-hydroxy-3-phenylpropanoic acid, the title compound was obtained in 78% purity by HPLC. MS(ESI+): m/z=483.3. Starting materials: C1CCOC1, CCOC(C)=O, Cl, [Li+], [OH-], O, CC(C)C1CSC(=S)N1C(=O)CC(O)C=CCCSC(c1ccccc1)(c1ccccc1)c1ccccc1. Product: O=C(O)CC(O)C=CCCSC(c1ccccc1)(c1ccccc1)c1ccccc1. Reaction SMILES: [CH2:48]1[O:49][CH2:50][CH2:51][CH2:52]1.[CH3:42][CH2:43][O:44][C:45]([CH3:46])=[O:47].[ClH:41].[Li+:40].[OH-:39].[OH2:53].[OH:1][CH:2]([CH2:3][C:4](=[O:5])[N:6]1[CH:7]([CH:8]([CH3:9])[CH3:10])[CH2:11][S:12][C:13]1=[S:14])[CH:15]=[CH:16][CH2:17][CH2:18][S:19][C:20]([c:21]1[cH:22][cH:23][cH:24][cH:25][cH:26]1)([c:27]1[cH:28][cH:29][cH:30][cH:31][cH:32]1)[c:33]1[cH:34][cH:35][cH:36][cH:37][cH:38]1>>[OH:1][CH:2]([CH2:3][C:4](=[O:5])[OH:44])[CH:15]=[CH:16][CH2:17][CH2:18][S:19][C:20]([c:21]1[cH:22][cH:23][cH:24][cH:25][cH:26]1)([c:27]1[cH:28][cH:29][cH:30][cH:31][cH:32]1)[c:33]1[cH:34][cH:35][cH:36][cH:37][cH:38]1. The reactants are CC[SiH](CC)CC, CC(CNS(=O)(=O)C(C)C)C1CCC(O)(c2cccs2)CC1, ClCCl. Product: CC(CNS(=O)(=O)C(C)C)C1CCC(c2cccs2)CC1. RXN SMILES: [CH2:23]([SiH:24]([CH2:25][CH3:26])[CH2:27][CH3:28])[CH3:29].[CH3:1][CH:2]([CH3:3])[S:4](=[O:5])(=[O:6])[NH:7][CH2:8][CH:9]([CH3:10])[CH:11]1[CH2:12][CH2:13][C:14]([c:17]2[s:18][cH:19][cH:20][cH:21]2)([OH:22])[CH2:15][CH2:16]1.[Cl:30][CH2:31][Cl:32]>>[CH3:1][CH:2]([CH3:3])[S:4](=[O:5])(=[O:6])[NH:7][CH2:8][CH:9]([CH3:10])[CH:11]1[CH2:12][CH2:13][CH:14]([c:17]2[s:18][cH:19][cH:20][cH:21]2)[CH2:15][CH2:16]1. Starting materials: C(C=C)ON(S(=O)(=O)C1=C(C=CC=C1)[N+](=O)[O-])[C@@H]1C(=C[C@H](N(C1)C(=O)OC(C)(C)C)CO)C ((2S,5R)-tert-butyl 5-(N-(allyloxy)-2-nitrophenylsulfonamido)-2-(hydroxymethyl)-4-methyl-5,6-dihydropyridine-1(2H)-carboxylate), C(C=C)ON(S(=O)(=O)C1=C(C=CC=C1)[N+](=O)[O-])[C@@H]1C=C([C@H](N(C1)C(=O)OC(C)(C)C)CO[Si](C)(C)C(C)(C)C)CC ((2S,5R)-tert-butyl 5-(N-(allyloxy)-2-nitrophenylsulfonamido)-2-((tert-butyldimethylsilyloxy)methyl)-3-ethyl-5,6-dihydropyridine-1(2H)-carboxylate), C(C=C)ON(S(=O)(=O)C1=C(C=CC=C1)[N+](=O)[O-])[C@@H]1C=C([C@H](N(C1)C(=O)OC(C)(C)C)CO[Si](C)(C)C(C)(C)C)CC ((2S,5R)-tert-butyl 5-(N-(allyloxy)-2-nitrophenylsulfonamido)-2-((tert-butyldimethylsilyloxy)methyl)-3-ethyl-5,6-dihydropyridine-1(2H)-carboxylate). Yields the product ethyl acetate hexanes, C(C=C)ON(S(=O)(=O)C1=C(C=CC=C1)[N+](=O)[O-])[C@@H]1C=C([C@H](N(C1)C(=O)OC(C)(C)C)CO)CC ((2S,5R)-tert-butyl 5-(N-(allyloxy)-2-nitrophenylsulfonamido)-3-ethyl-2-(hydroxymethyl)-5,6-dihydropyridine-1(2H)-carboxylate). Isolated yield 86.6%. RXN SMILES: [CH2:1]([O:4][N:5]([C@H:18]1[CH2:23][N:22]([C:24]([O:26][C:27]([CH3:30])([CH3:29])[CH3:28])=[O:25])[C@H:21]([CH2:31][O:32][Si](C(C)(C)C)(C)C)[C:20]([CH2:40][CH3:41])=[CH:19]1)[S:6]([C:9]1[CH:14]=[CH:13][CH:12]=[CH:11][C:10]=1[N+:15]([O-:17])=[O:16])(=[O:8])=[O:7])[CH:2]=[CH2:3].C(ON([C@H]1CN(C(OC(C)(C)C)=O)[C@H](CO)C=C1C)S(C1C=CC=CC=1[N+]([O-])=O)(=O)=O)C=C>>[CH2:1]([O:4][N:5]([C@H:18]1[CH2:23][N:22]([C:24]([O:26][C:27]([CH3:28])([CH3:29])[CH3:30])=[O:25])[C@H:21]([CH2:31][OH:32])[C:20]([CH2:40][CH3:41])=[CH:19]1)[S:6]([C:9]1[CH:14]=[CH:13][CH:12]=[CH:11][C:10]=1[N+:15]([O-:17])=[O:16])(=[O:8])=[O:7])[CH:2]=[CH2:3]. Procedure details: The title compound was prepared from (2S,5R)-tert-butyl 5-(N-(allyloxy)-2-nitrophenylsulfonamido)-2-((tert-butyldimethylsilyloxy)methyl)-3-ethyl-5,6-dihydropyridine-1(2H)-carboxylate (Intermediate 209, 7 g, 11.44 mmol) following the procedure described for Intermediate 18. Silica gel chromatography (30%-90% ethyl acetate/hexanes) afforded the title compound (4.93 g, 87%) as an tan foam.